From a dataset of the Open Reaction Database (ORD), a public repository of structured organic reaction records. describe an organic reaction: reactants, conditions, products, and yield Reactants: S(=O)(Cl)Cl (thionyl chloride), N1=CC=CC=C1 (pyridine), OCC1COC2=C(O1)C=CC=C2 (2(hydroxy methyl) (2,3-dihydro [4H] 1,4-benzodioxin)). The solvent is O (water). Yields the product ClCC1COC2=C(O1)C=CC=C2 (2-chloromethyl 2,3-dihydro [4H] 1,4-benzodioxin). Reaction SMILES: S(Cl)([Cl:3])=O.N1C=CC=CC=1.O[CH2:12][CH:13]1[O:18][C:17]2[CH:19]=[CH:20][CH:21]=[CH:22][C:16]=2[O:15][CH2:14]1>O>[Cl:3][CH2:12][CH:13]1[O:18][C:17]2[CH:19]=[CH:20][CH:21]=[CH:22][C:16]=2[O:15][CH2:14]1. Procedure details: In a three neck flask fitted with a stirring device, 218 g thionyl chloride are mixed with 1000 g pyridine while cooling. They are added further, portionwise 500 g 2(hydroxy methyl) (2,3-dihydro [4H] 1,4-benzodioxin) while keeping the inner temperature below 20°. When the reaction is completed, the mixture is heated at 100° for 3 hours then poured into water and extracted with chloroform. The solvent is distilled off and the raw residue is purified by fractional distillation under reduced pressu... The reactants are C[Si](C)(C)[N-][Si](C)(C)C.[Na+] (sodium bis(trimethylsilyl)amide), O1CCCC1 (tetrahydrofuran), NC1=C(C=C(C2=C1OCO2)C#CC(C)(O)C)Cl (4-(7-amino-6-chloro-1,3-benzodioxol-4yl)-2-methylbut-3-yn-2-ol), ClC1=NC=NC2=CC(=C(C=C12)OC)OC (4-chloro-6,7-dimethoxyquinazoline). The solvent is CN(C)C=O (DMF), [Cl-].[NH4+] (ammonium chloride). Reaction conditions: temperature 0 celsius, time 1 hour. The product is ClC=1C=C(C2=C(OCO2)C1NC1=NC=NC2=CC(=C(C=C12)OC)OC)C#CC(C)(O)C (4-{6-chloro-7-[(6,7-dimethoxyquinazolin-4-yl)amino]-1,3-benzodioxol-4-yl}-2-methylbut-3-yn-2-ol). Yield: 50.8%. RXN SMILES: C[Si]([N-][Si](C)(C)C)(C)C.[Na+].O1CCCC1.[NH2:16][C:17]1[C:22]2[O:23][CH2:24][O:25][C:21]=2[C:20]([C:26]#[C:27][C:28]([CH3:31])([OH:30])[CH3:29])=[CH:19][C:18]=1[Cl:32].Cl[C:34]1[C:43]2[C:38](=[CH:39][C:40]([O:46][CH3:47])=[C:41]([O:44][CH3:45])[CH:42]=2)[N:37]=[CH:36][N:35]=1>CN(C=O)C.[Cl-].[NH4+]>[Cl:32][C:18]1[CH:19]=[C:20]([C:26]#[C:27][C:28]([CH3:29])([OH:30])[CH3:31])[C:21]2[O:25][CH2:24][O:23][C:22]=2[C:17]=1[NH:16][C:34]1[C:43]2[C:38](=[CH:39][C:40]([O:46][CH3:47])=[C:41]([O:44][CH3:45])[CH:42]=2)[N:37]=[CH:36][N:35]=1 |f:0.1,6.7|. Reported procedure: A solution of sodium bis(trimethylsilyl)amide (1.5 ml) in tetrahydrofuran (1.0M, 1.5 mmol) was added over 5 min. to a stirred mixture of 4-(7-amino-6-chloro-1,3-benzodioxol-4yl)-2-methylbut-3-yn-2-ol (0.186 g) and 4-chloro-6,7-dimethoxyquinazoline (0.150 g) in DMF (6.5 ml) cooled to 0° C. under a nitrogen atmosphere. The mixture was stirred for 1 hr at ambient temperature. The reaction mixture was diluted with saturated aqueous ammonium chloride (70 ml) and extracted with ethyl acetate (3×30 ml)...